From a dataset of the Open Reaction Database (ORD), a public repository of structured organic reaction records. describe an organic reaction: reactants, conditions, products, and yield The reactants are Cc1nc(C(Cc2c[nH]c3ccccc23)NC(=O)OC(C)(C)C)oc1C, CCOC(C)=O, Cl. The product is Cl, Cc1nc(C(N)Cc2c[nH]c3ccccc23)oc1C. As a reaction SMILES: [C:1]([O:2][C:3](=[O:4])[NH:7][CH:8]([CH2:9][c:10]1[cH:11][nH:12][c:13]2[cH:14][cH:15][cH:16][cH:17][c:18]12)[c:19]1[o:20][c:21]([CH3:25])[c:22]([CH3:24])[n:23]1)([CH3:5])([CH3:6])[CH3:26].[CH3:28][CH2:29][O:30][C:31]([CH3:32])=[O:33].[ClH:27]>>[ClH:27].[NH2:7][CH:8]([CH2:9][c:10]1[cH:11][nH:12][c:13]2[cH:14][cH:15][cH:16][cH:17][c:18]12)[c:19]1[o:20][c:21]([CH3:25])[c:22]([CH3:24])[n:23]1.